Task: describe an organic reaction: reactants, conditions, products, and yield. Dataset: the Open Reaction Database (ORD), a public repository of structured organic reaction records Starting materials: COc1ccc2c(c1)N(CCC1CCC(N(C(=O)[O-])C(C)(C)C)CC1)C(=O)CO2, N#Cc1ccc2ccc(=O)n(CCN3CCC(N)CC3)c2c1. Yields the product COc1ccc2c(c1)N(CCC1CCC(N)CC1)C(=O)CO2. RXN SMILES: [C:1]([N:5]([C:2](=[O:3])[O-:4])[CH:9]1[CH2:10][CH2:11][CH:12]([CH2:15][CH2:16][N:17]2[C:18](=[O:29])[CH2:19][O:20][c:21]3[c:22]2[cH:23][c:24]([O:27][CH3:28])[cH:25][cH:26]3)[CH2:13][CH2:14]1)([CH3:6])([CH3:7])[CH3:8].[NH2:30][CH:31]1[CH2:32][CH2:33][N:34]([CH2:35][CH2:36][n:37]2[c:38]3[c:39]([cH:40][cH:41][c:42]([C:43]#[N:44])[cH:45]3)[cH:46][cH:47][c:48]2=[O:49])[CH2:50][CH2:51]1>>[NH2:5][CH:9]1[CH2:10][CH2:11][CH:12]([CH2:15][CH2:16][N:17]2[C:18](=[O:29])[CH2:19][O:20][c:21]3[c:22]2[cH:23][c:24]([O:27][CH3:28])[cH:25][cH:26]3)[CH2:13][CH2:14]1. Reactants: CNC, Clc1cc(Cl)nc(N2CCN(c3ccccc3)CC2)n1, C1CCOC1, O. Yields the product CN(C)c1cc(Cl)nc(N2CCN(c3ccccc3)CC2)n1. RXN SMILES: [CH3:1][NH:2][CH3:3].[Cl:4][c:5]1[n:6][c:7]([N:12]2[CH2:13][CH2:14][N:15]([c:18]3[cH:19][cH:20][cH:21][cH:22][cH:23]3)[CH2:16][CH2:17]2)[n:8][c:9]([Cl:11])[cH:10]1.[O:25]1[CH2:26][CH2:27][CH2:28][CH2:29]1.[OH2:24]>>[CH3:1][N:2]([CH3:3])[c:5]1[n:6][c:7]([N:12]2[CH2:13][CH2:14][N:15]([c:18]3[cH:19][cH:20][cH:21][cH:22][cH:23]3)[CH2:16][CH2:17]2)[n:8][c:9]([Cl:11])[cH:10]1. As a reaction SMILES: [C:1]([O:2][CH:5]1[C:6](=[O:24])[NH:7][c:8]2[c:9]([cH:19][cH:20][cH:21][c:22]2[Cl:23])[C:10]([c:12]2[c:13]([F:18])[cH:14][cH:15][cH:16][cH:17]2)=[N:11]1)(=[O:3])[CH3:4].[C:27]1(=[O:37])[c:28]2[c:29]([cH:33][cH:34][cH:35][cH:36]2)[C:30](=[O:32])[NH:31]1.[CH3:39][N:40]([CH3:41])[CH:42]=[O:43].[I-:26].[K:38].[Na+:25]>>[CH:5]1([N:31]2[C:27](=[O:37])[c:28]3[c:29]([cH:33][cH:34][cH:35][cH:36]3)[C:30]2=[O:32])[C:6](=[O:24])[NH:7][c:8]2[c:9]([cH:19][cH:20][cH:21][c:22]2[Cl:23])[C:10]([c:12]2[c:13]([F:18])[cH:14][cH:15][cH:16][cH:17]2)=[N:11]1. Product: O=C1Nc2c(Cl)cccc2C(c2ccccc2F)=NC1N1C(=O)c2ccccc2C1=O. The reactants are CC(=O)OC1N=C(c2ccccc2F)c2cccc(Cl)c2NC1=O, O=C1NC(=O)c2ccccc21, CN(C)C=O, [I-], [K], [Na+]. Reactants: C(C)ON=C(C(=O)N[C@H]1[C@@H]2N(C(=C(CS2)C(C)SC2=NN=NN2)C(=O)[O-])C1=O)C=1N=C(SC1)NC(CCl)=O.[Na+] (sodium 7β-{α-ethoxyimino-[2-(chloroacetamido)thiazol-4-yl]acetamido}-3-(1-methyl-1H-tetrazol-5-ylthiomethyl)-3-cephem-4-carboxylate), NC(=S)N (thiourea), Cl (hydrochloric acid). Run in O (water). Conditions: time 3 hour. The product is C(C)ON=C(C(=O)N[C@H]1[C@@H]2N(C(=C(CS2)C(C)SC2=NN=NN2)C(=O)O)C1=O)C=1N=C(SC1)N (7β-[α-ethoxyimino-(2-aminothiazol-4-yl)acetamido]-3-(1-methyl-1H-tetrazol-5-ylthiomethyl)-3-cephem-4-carboxylic acid). Yield: 73.1%. RXN SMILES: [CH2:1]([O:3][N:4]=[C:5]([C:29]1[N:30]=[C:31]([NH:34]C(=O)CCl)[S:32][CH:33]=1)[C:6]([NH:8][C@@H:9]1[C:27](=[O:28])[N:11]2[C:12]([C:24]([O-:26])=[O:25])=[C:13]([CH:16]([S:18][C:19]3[NH:23][N:22]=[N:21][N:20]=3)[CH3:17])[CH2:14][S:15][C@H:10]12)=[O:7])[CH3:2].[Na+].NC(N)=S.Cl>O>[CH2:1]([O:3][N:4]=[C:5]([C:29]1[N:30]=[C:31]([NH2:34])[S:32][CH:33]=1)[C:6]([NH:8][C@@H:9]1[C:27](=[O:28])[N:11]2[C:12]([C:24]([OH:26])=[O:25])=[C:13]([CH:16]([S:18][C:19]3[NH:20][N:21]=[N:22][N:23]=3)[CH3:17])[CH2:14][S:15][C@H:10]12)=[O:7])[CH3:2] |f:0.1|. Procedure: To a solution of 3.90 g of sodium 7β-{α-ethoxyimino-[2-(chloroacetamido)thiazol-4-yl]acetamido}-3-(1-methyl-1H-tetrazol-5-ylthiomethyl)-3-cephem-4-carboxylate in 50 ml of water is added 1.52 g of thiourea. The mixture is stirred at room temperature for 3 hours and adjusted to pH 2.0 with 1 N hydrochloric acid. The resulting precipitates are filtered, washed with water and dried to obtain 2.40 g of 7β-[α-ethoxyimino-(2-aminothiazol-4-yl)acetamido]-3-(1-methyl-1H-tetrazol-5-ylthiomethyl)-3-cephem-... Starting materials: O=C(Cl)OCc1ccccc1, NC(CC1CCCCC1)P(O)O, [Na+], C1COCCO1, [OH-]. The product is O=C(NC(CC1CCCCC1)P(O)O)OCc1ccccc1. RXN SMILES: [Cl:13][C:14](=[O:15])[O:16][CH2:17][c:18]1[cH:19][cH:20][cH:21][cH:22][cH:23]1.[NH2:1][CH:2]([CH2:3][CH:4]1[CH2:5][CH2:6][CH2:7][CH2:8][CH2:9]1)[P:10]([OH:11])[OH:12].[Na+:31].[O:24]1[CH2:25][CH2:26][O:27][CH2:28][CH2:29]1.[OH-:30]>>[NH:1]([CH:2]([CH2:3][CH:4]1[CH2:5][CH2:6][CH2:7][CH2:8][CH2:9]1)[P:10]([OH:11])[OH:12])[C:14](=[O:15])[O:16][CH2:17][c:18]1[cH:19][cH:20][cH:21][cH:22][cH:23]1. Starting materials: Br.N1C(=NC2=NC=CC=C21)SC(CC(=O)O)C(C2=CC=C(C=C2)Cl)=O (3-(imidazo[4,5-b]pyridine-2-ylthio)-3-(4-chlorobenzoyl)propionic acid hydrobromide). Solvent: C(=O)(O)[O-].[Na+] (NaHCO3). The product is N1C(=NC2=NC=CC=C21)SC(CC(=O)O)C(C2=CC=C(C=C2)Cl)=O (3-(Imidazo[4,5-b]pyridine-2-ylthio)-3-(4-chlorobenzoyl)propionic acid). The yield is 81.6%. RXN SMILES: Br.[NH:2]1[C:10]2[C:5](=[N:6][CH:7]=[CH:8][CH:9]=2)[N:4]=[C:3]1[S:11][CH:12]([C:17](=[O:25])[C:18]1[CH:23]=[CH:22][C:21]([Cl:24])=[CH:20][CH:19]=1)[CH2:13][C:14]([OH:16])=[O:15]>C([O-])(O)=O.[Na+]>[NH:2]1[C:10]2[C:5](=[N:6][CH:7]=[CH:8][CH:9]=2)[N:4]=[C:3]1[S:11][CH:12]([C:17](=[O:25])[C:18]1[CH:19]=[CH:20][C:21]([Cl:24])=[CH:22][CH:23]=1)[CH2:13][C:14]([OH:16])=[O:15] |f:0.1,2.3|. Reported procedure: 30 g of the 3-(imidazo[4,5-b]pyridine-2-ylthio)-3-(4-chlorobenzoyl)propionic acid hydrobromide obtained above are dissolved in a dilute NaHCO3 solution (25 g NaHCO3 in 800 ml water), and the solution is filtered and the filtrate acidified with acetic acid. The solid is collected, washed well with water and air dried, yielding 20 g of material. The solid is recrystallized from hot acetonitrile. The title compound decomposes at about 140° C. The reactants are ClC(=O)OC1=C(C=CC=C1)OCCC (2-propoxyphenol chloroformate), C(CCO)O (1,3-propanediol). The product is C(CC)OC1=C(OC(=O)OCCCO)C=CC=C1 (1-(2-propoxyphenoxycarbonyloxy)-3-propanol). As a reaction SMILES: Cl[C:2]([O:4][C:5]1[CH:10]=[CH:9][CH:8]=[CH:7][C:6]=1[O:11][CH2:12][CH2:13][CH3:14])=[O:3].[CH2:15]([OH:19])[CH2:16][CH2:17][OH:18]>>[CH2:12]([O:11][C:6]1[CH:7]=[CH:8][CH:9]=[CH:10][C:5]=1[O:4][C:2]([O:18][CH2:17][CH2:16][CH2:15][OH:19])=[O:3])[CH2:13][CH3:14]. Procedure: The reaction of 2-propoxyphenol chloroformate with 1,3-propanediol yields 1-(2-propoxyphenoxycarbonyloxy)-3-propanol. The reactants are C1CCC2=NCCCN2CC1, C1CCOC1, CCOC(C)=O, C=CCC(O)(CCCl)c1ccc(F)cc1, CC(N=C=O)C(C)(C)C. The product is C=CCC1(c2ccc(F)cc2)CCN(C(C)C(C)(C)C)C(=O)O1. Reaction SMILES: [CH2:25]1[CH2:26][CH2:27][C:28]2=[N:33][CH2:32][CH2:31][CH2:30][N:29]2[CH2:34][CH2:35]1.[CH2:36]1[O:37][CH2:38][CH2:39][CH2:40]1.[CH3:41][CH2:42][O:43][C:44]([CH3:45])=[O:46].[Cl:1][CH2:2][CH2:3][C:4]([CH2:5][CH:6]=[CH2:7])([OH:8])[c:9]1[cH:10][cH:11][c:12]([F:15])[cH:13][cH:14]1.[N:16](=[C:17]=[O:18])[CH:19]([C:20]([CH3:21])([CH3:22])[CH3:23])[CH3:24]>>[CH2:2]1[CH2:3][C:4]([CH2:5][CH:6]=[CH2:7])([c:9]2[cH:10][cH:11][c:12]([F:15])[cH:13][cH:14]2)[O:8][C:17](=[O:18])[N:16]1[CH:19]([C:20]([CH3:21])([CH3:22])[CH3:23])[CH3:24].